Dataset: the Open Reaction Database (ORD), a public repository of structured organic reaction records. Task: describe an organic reaction: reactants, conditions, products, and yield Reactants: CC=1C(=C(C(=C(O)C1)C)C)O (trimethylhydroquinone), ( a ), COCCC(C)=O (4-methoxy-2 -butanone), COC(=C)C=C (2-methoxybutadiene), COC(C=C)(C)OC (3,3-dimethoxybutene), ( d ), ( d ), O=C(CCO)C (3-ketobutanol), C(OC)(OC)OC (trimethyl orthoformate), C(=C)C(=O)C (methyl vinyl ketone), ( b ). The solvent is CO (methanol). Yields the product OC=1C(=C2CCC(OC2=C(C1C)C)(C)OC)C ((±)-6-hydroxy-2-methoxy-2,5,7,8 -tetramethylchroman). As a reaction SMILES: [CH3:1][C:2]1[C:3]([OH:11])=[C:4]([CH3:10])[C:5]([CH3:9])=[C:6]([CH:8]=1)[OH:7].C(OC)(OC)OC.C(C(C)=O)=C.[CH3:24][O:25][C:26]([CH:28]=[CH2:29])=[CH2:27].O=C(C)CCO.COC(OC)(C)C=C.COCCC(=O)C>CO>[OH:11][C:3]1[C:2]([CH3:1])=[C:8]2[C:6](=[C:5]([CH3:9])[C:4]=1[CH3:10])[O:7][C:26]([O:25][CH3:24])([CH3:27])[CH2:28][CH2:29]2. Reported procedure: In the manner described in Example 1, 3.80 g (25 mmol) samples of trimethylhydroquinone were treated in 25 ml of methanol, 5.0 ml of trimethyl orthoformate, and 0.10 ml of 36 N aqueous H 2 SO 4 with 50 mmole portions of the following methyl vinyl ketone substitutes: (a), 2-methoxybutadiene; (b), 3-ketobutanol, (c), 3,3-dimethoxybutene (contaminated with about 20 percent 2-methoxybutadiene); and (d), 4-methoxy-2 -butanone. The reactions were monitored by tlc. Reactions (a),(c) and (d) were comple...